Task: describe an organic reaction: reactants, conditions, products, and yield. Dataset: the Open Reaction Database (ORD), a public repository of structured organic reaction records Reactants: IC=1C=NN(C1C(=O)O)C (4-iodo-1-methyl-1H-pyrazole-5-carboxylic acid), ( 11 ), C(C1=CC=CC=C1)C1=CC=C(N)C=C1 (4-benzylaniline). Reagents/catalysts: [Cu] (copper). The solvent is C([O-])([O-])=O.[Na+].[Na+] (sodium carbonate), CS(=O)C (dimethylsulfoxide). Conditions: temperature 100 celsius, time 17 hour. Yields the product C(C1=CC=CC=C1)C1=CC=2C(C3=C(NC2C=C1)C=NN3C)=O (7-BENZYL-1-METHYL-1,4-DIHYDRO-9H-PYRAZOLO[4,3-b]QUINOLIN-9-ONE). Yield: 50.0%. As a reaction SMILES: I[C:2]1[CH:3]=[N:4][N:5]([CH3:10])[C:6]=1[C:7](O)=[O:8].[CH2:11]([C:18]1[CH:24]=[CH:23][C:21]([NH2:22])=[CH:20][CH:19]=1)[C:12]1[CH:17]=[CH:16][CH:15]=[CH:14][CH:13]=1>C(=O)([O-])[O-].[Na+].[Na+].CS(C)=O.[Cu]>[CH2:11]([C:18]1[CH:19]=[CH:20][C:21]2[NH:22][C:2]3[CH:3]=[N:4][N:5]([CH3:10])[C:6]=3[C:7](=[O:8])[C:23]=2[CH:24]=1)[C:12]1[CH:13]=[CH:14][CH:15]=[CH:16][CH:17]=1 |f:2.3.4|. Reported procedure: A mixture of 4-iodo-1-methyl-1H-pyrazole-5-carboxylic acid ((Manaev, Yu. A. et al., J. Gen. Chem. USSR (Engl. Transl.), 1982, 52 (11), 2291), 8.0 g, 31.74 mmol), 4-benzylaniline (21.03 g, 114.76 mmol) and copper powder (3.2 g) in a mixture of 5% aqueous sodium carbonate (160 ml) and dimethylsulfoxide (80 ml) was stirred for 17 h at 100° C. After cooling to room temperature, the mixture was filtered through a pad of Celite, which was washed with water, 2N aqueous sodium hydroxide and diethyl ethe...